This data is from the Open Reaction Database (ORD), a public repository of structured organic reaction records. The task is: describe an organic reaction: reactants, conditions, products, and yield As a reaction SMILES: C1([Si](OC)(OC)OC)C=CC=CC=1.C(O[Si](OCC)(OCC)OCC)C.C[Si](OCC)(OCC)OCC.[CH3:38][S:39]([O-:42])(=[O:41])=[O:40].C(O[Si](CCC[N+:56]1[CH2:60][CH2:59][N:58](C)[CH:57]=1)(OCC)OCC)C.Cl.C(OCC(O)C)C>O.CC(C)=O.CO.C(O)C>[CH3:38][S:39]([O-:42])(=[O:41])=[O:40].[NH+:56]1[CH:60]=[CH:59][NH:58][CH:57]=1 |f:3.4,11.12|. The product is CS(=O)(=O)[O-].[NH+]1=CNC=C1 (Imidazolium Methanesulfonate). Reported procedure: 4.92 g of phenyltrimethoxysilane, 72.40 g of tetraethoxysilane, 22.04 g of methyltriethoxysilane, 0.64 g of the 30% ethanol solution of triethoxysilylpropyl-3-methyl-4,5-dihydroimidazolium methanesulfonate, and 150 g of acetone were charged into a 500 mL flask to be dissolved and the resultant mixed solution was warmed while stirring the mixed solution with a magnetic stirrer to reflux. Next, 33.10 g of 0.01 M hydrochloric acid was added to the mixed solution. The mixed solution was subjected to... The reactants are Cl (hydrochloric acid), C(C)OCC(C)O (propylene glycol monoethyl ether), Cl (hydrochloric acid), C1(=CC=CC=C1)[Si](OC)(OC)OC (phenyltrimethoxysilane), C(C)O[Si](OCC)(OCC)OCC (tetraethoxysilane), C[Si](OCC)(OCC)OCC (methyltriethoxysilane), CS(=O)(=O)[O-].C(C)O[Si](OCC)(OCC)CCC[N+]1=CN(CC1)C (triethoxysilylpropyl-3-methyl-4,5-dihydroimidazolium methanesulfonate). The solvent is O (water), CC(=O)C (acetone), CO (methanol), C(C)O (ethanol), CC(=O)C (acetone), C(C)O (ethanol). The reactants are C(CC(C)C)(=O)Cl (Isovaleroyl chloride), CN(CCN)C (N,N-dimethylethylene diamine), CN1CCOCC1 (NMM). The product is C(C)(C)CC(=O)NCCN (Me2CHCH2CONHCH2CH2NH2). As a reaction SMILES: [C:1](Cl)(=[O:6])[CH2:2][CH:3]([CH3:5])[CH3:4].C[N:9](C)[CH2:10][CH2:11][NH2:12].CN1CCOCC1>ClCCl>[CH:3]([CH2:2][C:1]([NH:9][CH2:10][CH2:11][NH2:12])=[O:6])([CH3:5])[CH3:4]. The solvent is ClCCl (dichloromethane), C(Cl)Cl (CH2Cl2). Run at time 4 hour. Procedure: Isovaleroyl chloride (5 g, 38 mmole) in dichloromethane was added dropwise to a stirred solution of N,N-dimethylethylene diamine (3,38 g, 38 mmole) and NMM (7.75 g, 76.7 mmoles) in CH2Cl2 at 0° C. The reaction mixture was stirred at room temperature for four hours when the solvent was evaporated. The residue was taken up in 5 M NaOH (50 ml) and extracted with ethyl acetate (2×100 ml). The ethyl acetate was washed with a saturated aqueous solution of sodium chloride, dried (Na2SO4) and evaporated... Starting materials: CN(C)C=O, O=S(Cl)Cl, O=S(=O)(O)c1cccc2ncccc12. Product: O=S(=O)(Cl)c1cccc2ncccc12. As a reaction SMILES: [CH3:19][N:20]([CH3:21])[CH:22]=[O:23].[S:15]([Cl:16])([Cl:17])=[O:18].[n:1]1[cH:2][cH:3][cH:4][c:5]2[c:6]([S:11](=[O:12])(=[O:13])[OH:14])[cH:7][cH:8][cH:9][c:10]12>>[n:1]1[cH:2][cH:3][cH:4][c:5]2[c:6]([S:11](=[O:12])(=[O:14])[Cl:17])[cH:7][cH:8][cH:9][c:10]12. Yields the product COCCOCCOC[C@H](N)C(C)C (O-[2-(2-METHOXYETHOXY)-1-ETHYL]-(D)-VALINOL). Reactants: C(C1=CC=CC=C1)(C1=CC=CC=C1)(C1=CC=CC=C1)N[C@H](C(C)C)COCCOCCOC (N-Trityl-O-[2-(2-methoxyethoxy)-1-ethyl]-(D)-valinol). RXN SMILES: C([NH:20][C@@H:21]([CH2:25][O:26][CH2:27][CH2:28][O:29][CH2:30][CH2:31][O:32][CH3:33])[CH:22]([CH3:24])[CH3:23])(C1C=CC=CC=1)(C1C=CC=CC=1)C1C=CC=CC=1>CCOCC>[CH3:33][O:32][CH2:31][CH2:30][O:29][CH2:28][CH2:27][O:26][CH2:25][C@@H:21]([CH:22]([CH3:24])[CH3:23])[NH2:20]. Run in CCOCC (ether). Procedure: A solution of N-Trityl-O-[2-(2-methoxyethoxy)-1-ethyl]-(D)-valinol (1.0 g, 2.28 mmol) in dry ether saturated with ECl gaz (20 ml) was kept for 2.5 hours at room temperature. After concentration in vacuo, the resulting solid (1.16 g) was purified by flash chromatography (silica gel, dichloromethane first to elute trityl alcohol and then dichloromethane/diethylamine: 95/5, Rf.: 0.20) to give the title free amine as a colorless oil (0.46 g, quantitative). The reactants are Fc1cc(Br)c(F)cc1Br, N#Cc1ccncc1, [Li]CCCC, CCOCC, [Cl-], [NH4+]. Product: N=C(c1ccncc1)c1cc(F)c(Br)cc1F. As a reaction SMILES: [Br:1][c:2]1[c:3]([F:10])[cH:4][c:5]([Br:9])[c:6]([F:8])[cH:7]1.[C:16](#[N:17])[c:18]1[cH:19][cH:20][n:21][cH:22][cH:23]1.[CH2:11]([Li:12])[CH2:13][CH2:14][CH3:15].[CH2:26]([O:27][CH2:28][CH3:29])[CH3:30].[Cl-:24].[NH4+:25]>>[c:2]1([C:16](=[NH:17])[c:18]2[cH:19][cH:20][n:21][cH:22][cH:23]2)[c:3]([F:10])[cH:4][c:5]([Br:9])[c:6]([F:8])[cH:7]1. Starting materials: C1(=CC=CC=C1)N1N(N([NH+]=C1)C1=CC=CC=C1)C1=CC=CC=C1 (triphenyl tetrazolium), [Cl-].C1(=CC=CC=C1)N1[NH2+]C(=NN1C1=CC=CC=C1)C1=CC=CC=C1 (2,3,5-triphenyl tetrazolium chloride). Run at time 3.5 minute. Yields the product N=NC=NN.C1(=CC=CC=C1)N1[NH2+]C(=NN1C1=CC=CC=C1)C1=CC=CC=C1 (2,3,5-triphenyl tetrazolium formazan). RXN SMILES: C1([N:7]2[CH:11]=[NH+:10][N:9](C3C=CC=CC=3)[N:8]2C2C=CC=CC=2)C=CC=CC=1.[Cl-].[C:25]1([N:31]2[N:35]([C:36]3[CH:41]=[CH:40][CH:39]=[CH:38][CH:37]=3)[N:34]=[C:33]([C:42]3[CH:47]=[CH:46][CH:45]=[CH:44][CH:43]=3)[NH2+:32]2)[CH:30]=[CH:29][CH:28]=[CH:27][CH:26]=1>>[NH:8]=[N:7][CH:11]=[N:10][NH2:9].[C:36]1([N:35]2[N:31]([C:25]3[CH:30]=[CH:29][CH:28]=[CH:27][CH:26]=3)[N:32]=[C:33]([C:42]3[CH:43]=[CH:44][CH:45]=[CH:46][CH:47]=3)[NH2+:34]2)[CH:41]=[CH:40][CH:39]=[CH:38][CH:37]=1 |f:1.2,3.4|. Reported procedure: The present process is conducted on finfish fillets which are believed to be fresh and/or which have been kept on ice. A predetermined weight of a fish fillet, such as 25 gms, is kneaded with a predetermined volume of a liquid growth medium, such as 25 ml, (1:1 ratio) for 2 to 5 minutes at room temperature, e.g., 23° to 25° C., shaking vigorously, and then a predetermined volume of the liquid filtrate, such as 5 ml, is mixed with a small amount, such as 1 ml, of the colorless triphenyl tetrazoli... The reactants are CCO, Cc1nccc2[nH]c(=O)c(C#N)cc12, Cl, NO, [Na+], [Na+], O=C([O-])[O-], O. Product: Cc1nccc2[nH]c(=O)c(C(N)=NO)cc12. RXN SMILES: [CH3:10][CH2:11][OH:12].[CH3:13][c:14]1[c:15]2[cH:16][c:17]([C:25]#[N:26])[c:18](=[O:24])[nH:19][c:20]2[cH:21][cH:22][n:23]1.[ClH:1].[NH2:2][OH:3].[Na+:4].[Na+:5].[O-:6][C:7](=[O:8])[O-:9].[OH2:27]>>[N:2]([OH:3])=[C:25]([c:17]1[cH:16][c:15]2[c:14]([CH3:13])[n:23][cH:22][cH:21][c:20]2[nH:19][c:18]1=[O:24])[NH2:26]. The reactants are C(C)OC(\C=C\CCCC(C\C=C/C(C(F)(F)F)(C(F)(F)F)O[Si](CC)(CC)CC)(C)C)=O ((2E,9Z)-12,12,12-Trifluoro-7,7-dimethyl-11-triethylsilanyloxy-11-trifluoromethyl-dodeca-2,9-dienoic acid ethyl ester). The solvent is C1(=CC=CC=C1)C (toluene), C1(=CC=CC=C1)C (toluene). Conditions: time 30 minute. Yields the product FC(C(\C=C/CC(CCC/C=C/CO)(C)C)(C(F)(F)F)O[Si](CC)(CC)CC)(F)F ((2E,9Z)-12,12,12-Trifluoro-7,7-dimethyl-11-triethylsilanyloxy-11-trifluoromethyl-dodeca-2,9-dien-1-ol). As a reaction SMILES: C([O:3][C:4](=O)/[CH:5]=[CH:6]/[CH2:7][CH2:8][CH2:9][C:10]([CH3:32])([CH3:31])[CH2:11]/[CH:12]=[CH:13]\[C:14]([O:23][Si:24]([CH2:29][CH3:30])([CH2:27][CH3:28])[CH2:25][CH3:26])([C:19]([F:22])([F:21])[F:20])[C:15]([F:18])([F:17])[F:16])C>C1(C)C=CC=CC=1>[F:18][C:15]([F:16])([F:17])[C:14]([O:23][Si:24]([CH2:29][CH3:30])([CH2:27][CH3:28])[CH2:25][CH3:26])([C:19]([F:21])([F:22])[F:20])/[CH:13]=[CH:12]\[CH2:11][C:10]([CH3:31])([CH3:32])[CH2:9][CH2:8][CH2:7]/[CH:6]=[CH:5]/[CH2:4][OH:3]. Procedure details: To a solution of 10.09 g of (2E,9Z)-12,12,12-Trifluoro-7,7-dimethyl-11-triethylsilanyloxy-11-trifluoromethyl-dodeca-2,9-dienoic acid ethyl ester in 100 ml of toluene was added at −78° 40.0 ml of diisobutylalulminiumhydride (1.2 M in toluene) and stirring was continued for 30 min after which time t.l.c. indicated completion of the reaction. The mixture was washed with sat. aqueous NH4Cl-solution and water, the organic layer was dried over MgSO4 and evaporated to give 8.92 g of the pure (t.l.c.) t...